The task is: describe an organic reaction: reactants, conditions, products, and yield. This data is from the Open Reaction Database (ORD), a public repository of structured organic reaction records. Starting materials: C(CCC)C=1NC2=CC=C(C=C2C(N1)=O)C=1N=NN(N1)C(C1=CC=CC=C1)(C1=CC=CC=C1)C1=CC=CC=C1 (2-Butyl-6-[2-(triphenylmethyl)-2H-tetrazol-5-yl]-4(1H)-quinazolinone), CN1C(C=CC1=O)=O (N-methylmaleimide). Run in C=1(C(=CC=CC1)C)C (xylene). Yields the product C(CCC)C=1NC2=CC=C(C=C2C(N1)=O)C=1[C@H]2[C@@H](N(N1)C(C1=CC=CC=C1)(C1=CC=CC=C1)C1=CC=CC=C1)C(N(C2=O)C)=O (Cis-3-(2-butyl-1,4-dihydro-4-oxo-6-quinazolinyl) 3a,6a-dihydro-5-methyl-1-(triphenylmethyl)-pyrrolo[3, 4-c}pyrazole-4,6(1H,5H)-dione). Yield: 86.1%. RXN SMILES: [CH2:1]([C:5]1[NH:6][C:7]2[C:12]([C:13](=[O:15])[N:14]=1)=[CH:11][C:10]([C:16]1N=N[N:19]([C:21]([C:34]3[CH:39]=[CH:38][CH:37]=[CH:36][CH:35]=3)([C:28]3[CH:33]=[CH:32][CH:31]=[CH:30][CH:29]=3)[C:22]3[CH:27]=[CH:26][CH:25]=[CH:24][CH:23]=3)[N:20]=1)=[CH:9][CH:8]=2)[CH2:2][CH2:3][CH3:4].[CH3:40][N:41]1[C:45](=[O:46])[CH:44]=[CH:43][C:42]1=[O:47]>C1(C)C(C)=CC=CC=1>[CH2:1]([C:5]1[NH:6][C:7]2[C:12]([C:13](=[O:15])[N:14]=1)=[CH:11][C:10]([C:16]1[C@@H:44]3[C:45](=[O:46])[N:41]([CH3:40])[C:42](=[O:47])[C@@H:43]3[N:19]([C:21]([C:22]3[CH:23]=[CH:24][CH:25]=[CH:26][CH:27]=3)([C:28]3[CH:29]=[CH:30][CH:31]=[CH:32][CH:33]=3)[C:34]3[CH:35]=[CH:36][CH:37]=[CH:38][CH:39]=3)[N:20]=1)=[CH:9][CH:8]=2)[CH2:2][CH2:3][CH3:4]. Reported procedure: A mixture of 1.0 g of 2-Butyl-6-[2-(triphenylmethyl)-2H-tetrazol-5-yl]-4(1H)-quinazolinone and 1.0 g of N-methylmaleimide is heated at reflux in xylene for 6 hours. The reaction mixture is cooled to room temperature and evaporated in vacuo to a residue which is purified by column chromatography on silica gel by elution with 50% ethyl acetate-hexanes to give 1.0 g of the desired product as a yellow solid, m.p. 182° C. Yields the product CC=1C=NC=2C(CCCC2C1)Br (3-methyl-8-bromo-5,6,7,8-tetrahydroquinoline). Run in C(Cl)(Cl)Cl (chloroform), C(Cl)(Cl)Cl (chloroform). Starting materials: P(Br)(Br)Br (phosphorus tribromide), CC=1C=NC=2C(CCCC2C1)O (3-methyl-8-hydroxy-5,6,7,8-tetrahydroquinoline), [OH-].[Na+] (sodium hydroxide). Reaction SMILES: [CH3:1][C:2]1[CH:3]=[N:4][C:5]2[CH:6](O)[CH2:7][CH2:8][CH2:9][C:10]=2[CH:11]=1.P(Br)(Br)[Br:14].[OH-].[Na+]>C(Cl)(Cl)Cl>[CH3:1][C:2]1[CH:3]=[N:4][C:5]2[CH:6]([Br:14])[CH2:7][CH2:8][CH2:9][C:10]=2[CH:11]=1 |f:2.3|. Procedure details: 1.50 Grams of 3-methyl-8-hydroxy-5,6,7,8-tetrahydroquinoline was dissolved in 20 ml of chloroform, to this solution was added dropwise a solution consisting of 1.35 g of phosphorus tribromide and 5 ml of chloroform under ice-cooled condition, then the mixture was stirred under ice-cooled condition for 2 hours, next was stirred at room temperature overnight. To the reaction mixture was added 5%-sodium hydroxide aqueous solution, then was extracted with chloroform. The chloroform layer was washed ... The reactants are NC(CC1=CC=C(OC2=CC=C(C(=O)N)C=C2)C=C1)(C)C (4-(4-(2-amino-2-methylpropyl)-phenoxy)benzamide), O1[C@@H](C1)COC1=CC=CC=2NC3=CC=CC=C3C12 ((S)-(+)-4-(oxiranylmethoxy)carbazole), NC(CC1=CC=C(OC2=CC=C(C(=O)N)C=C2)C=C1)(C)C (4-(4-(2-amino-2-methylpropyl)-phenoxy)benzamide), O (water). The reagents and catalysts are C(C)(=O)O (acetic acid). Solvent: CO (methanol). Run at temperature 60 celsius. The product is O[C@H](COC1=CC=CC=2NC3=CC=CC=C3C12)CN(CC(C)C)C1=CC=C(C=C1)OC1=CC=C(C=C1)C(N)=O ((S)-4-[2-Hydroxy-3-([4-(4-carbamoylphenoxy)phenyl]-2-methylpropylamino)propoxy]carbazole). Isolated yield 174.6%. Reaction SMILES: [O:1]1[CH2:3][C@H:2]1[CH2:4][O:5][C:6]1[C:18]2[C:17]3[C:12](=[CH:13][CH:14]=[CH:15][CH:16]=3)[NH:11][C:10]=2[CH:9]=[CH:8][CH:7]=1.NC(C)(C)C[C:22]1[CH:37]=[CH:36][C:25]([O:26][C:27]2[CH:35]=[CH:34][C:30]([C:31]([NH2:33])=[O:32])=[CH:29][CH:28]=2)=[CH:24][CH:23]=1.O>C(O)(=O)C.CO>[OH:1][C@@H:2]([CH2:3][N:11]([C:22]1[CH:23]=[CH:24][C:25]([O:26][C:27]2[CH:28]=[CH:29][C:30]([C:31](=[O:32])[NH2:33])=[CH:34][CH:35]=2)=[CH:36][CH:37]=1)[CH2:10][CH:18]([CH3:6])[CH3:17])[CH2:4][O:5][C:6]1[C:18]2[C:17]3[C:12](=[CH:13][CH:14]=[CH:15][CH:16]=3)[NH:11][C:10]=2[CH:9]=[CH:8][CH:7]=1. Reported procedure: A stirred mixture of (S)-(+)-4-(oxiranylmethoxy)carbazole (7.50 g, 31.3 mmol), 4-(4-(2-amino-2-methylpropyl)-phenoxy)benzamide (17.82 g, 62.67 mmol), acetic acid (0.10 g, 1.7 mmol), water (10 mL) and methanol (260 mL) was heated to 60° C. for 22.7 hrs. The mixture was cooled and concentrated in vacuo to an oil. The concentrate was taken up in ethyl acetate (250 mL) and partitioned with water (100 mL). The organic layer was then extracted with a solution of 25 mL 1N HCl (25 mL) in water (35 mL). ... Reactants: [Cl-], [Cl-], [Cl-], [Cl-], COC(=O)CC(=O)Cl, ClCCCl, COC(=O)CC(=O)c1c(C(=O)OC)n(C)c2cc(F)ccc12, [Ti+4]. The product is COC(=O)c1cc2ccc(F)cc2n1C. Reaction SMILES: [Cl-:35].[Cl-:36].[Cl-:37].[Cl-:38].[Cl:23][C:24](=[O:25])[CH2:26][C:27]([O:28][CH3:29])=[O:30].[Cl:31][CH2:32][CH2:33][Cl:34].[F:1][c:2]1[cH:3][cH:4][c:5]2[c:6]([C:16](=[O:17])[CH2:18][C:19]([O:20][CH3:21])=[O:22])[c:7]([C:12](=[O:13])[O:14][CH3:15])[n:8]([CH3:11])[c:9]2[cH:10]1.[Ti+4:39]>>[F:1][c:2]1[cH:3][cH:4][c:5]2[cH:6][c:7]([C:12](=[O:13])[O:14][CH3:15])[n:8]([CH3:11])[c:9]2[cH:10]1.